describe an organic reaction: reactants, conditions, products, and yield From a dataset of the Open Reaction Database (ORD), a public repository of structured organic reaction records. Starting materials: O (water), ICI (diiodomethane), C(=O)([O-])[O-].[K+].[K+] (K2CO3), C(C)(C)(C)OC(=O)N1C2CC3=C(C(CC1)(C2(C)C)C)C=C(C(=C3)O)O (8,9-dihydroxy-6,11,11-trimethyl-1,2,5,6-tetrahydro-4H-2,6-methano-benzo[d]-azocine-3-carboxylic acid tert-butyl ester), C(=O)([O-])[O-].[K+].[K+] (K2CO3), ICI (diiodomethane). Run in CN(C=O)C (dimethylformamide). Run at temperature 100 celsius, time 2 hour. Product: C(C)(C)(C)OC(=O)N1C2CC3=C(C(CC1)(C2(C)C)C)C=C2C(=C3)OCO2 (8,9-Methylenedioxy-6,11,11-trimethyl-1,2,5,6-tetrahydro-4H-2,6-methano-benzo[d]azocine-3-carboxylic acid tert-butyl ester). As a reaction SMILES: [C:1]([O:5][C:6]([N:8]1[CH2:15][CH2:14][C:13]2([CH3:19])[C:16]([CH3:18])([CH3:17])[CH:9]1[CH2:10][C:11]1[CH:23]=[C:22]([OH:24])[C:21]([OH:25])=[CH:20][C:12]=12)=[O:7])([CH3:4])([CH3:3])[CH3:2].[C:26]([O-])([O-])=O.[K+].[K+].ICI.O>CN(C)C=O>[C:1]([O:5][C:6]([N:8]1[CH2:15][CH2:14][C:13]2([CH3:19])[C:16]([CH3:17])([CH3:18])[CH:9]1[CH2:10][C:11]1[CH:23]=[C:22]3[O:24][CH2:26][O:25][C:21]3=[CH:20][C:12]=12)=[O:7])([CH3:2])([CH3:3])[CH3:4] |f:1.2.3|. Procedure: A mixture of 8,9-dihydroxy-6,11,11-trimethyl-1,2,5,6-tetrahydro-4H-2,6-methano-benzo[d]-azocine-3-carboxylic acid tert-butyl ester (0.21 g), K2CO3 (0.19 g) and diiodomethane (54 μL) in dimethylformamide (5 mL) is heated to 100° C. and stirred at this temperature for 2 h. Then, another portion of diiodomethane (54 μL) and K2CO3 (0.18 g) is added and the mixture is further stirred at 100° C. for 5 h. After cooling to room temperature, water is added and the resulting mixture is extracted with ethy... Reactants: diazonium salt, C1(=CC=CC=C1)O (phenol), [N+](=O)([O-])NC1=CC=CC=C1 (Nitro aniline), Cl (HCl), [OH-].[Na+] (NaOH), NC1=CC=CC=C1 (aniline), N(=O)[O-].[Na+] (NaNO2). The solvent is O (water), O (water), O (water). Product: [N+](=O)([O-])C=1C(=C(C=CC1)O)N=NC1=C(C=CC=C1)O (nitroazophenol). Yield: 51.5%. Reaction SMILES: [N+:1]([NH:4][C:5]1[CH:10]=[CH:9][CH:8]=[CH:7][CH:6]=1)([O-])=O.Cl.NC1C=CC=CC=1.[N:19]([O-:21])=[O:20].[Na+].[C:23]1([OH:29])[CH:28]=[CH:27][CH:26]=[CH:25][CH:24]=1.[OH-:30].[Na+]>O>[N+:19]([C:6]1[C:5]([N:4]=[N:1][C:24]2[CH:25]=[CH:26][CH:27]=[CH:28][C:23]=2[OH:29])=[C:10]([OH:30])[CH:9]=[CH:8][CH:7]=1)([O-:21])=[O:20] |f:3.4,6.7|. Reported procedure: Nitro aniline (138.13 g) was mixed with 500 mL of concentrated HCl and stirred for several min. When all the aniline was dissolved, the solution was cooled down to room temperature and diluted with water (300 mL), and then a solution of NaNO2 (69 g) in 250 mL of water was dropwise added at 0° C. The solution became a clear and yellowish solution. The diazonium salt solution was added slowly to a solution of phenol (128.5 g) in water (800 mL) containing 80 g of NaOH at 0° C. When the addition was... Reactants: BrC=1C=C(CO)C(=CC1)SC1=CC=CC=C1 (3-bromo-6-(phenylthio)-benzyl alcohol), S(=O)(Cl)Cl (thionyl chloride). Run in C1=CC=CC=C1 (benzene). Conditions: time 90 minute. The product is BrC=1C=C(CCl)C(=CC1)SC1=CC=CC=C1 (3-bromo-6-(phenylthio)-benzyl chloride). Reaction SMILES: [Br:1][C:2]1[CH:3]=[C:4]([C:7]([S:10][C:11]2[CH:16]=[CH:15][CH:14]=[CH:13][CH:12]=2)=[CH:8][CH:9]=1)[CH2:5]O.S(Cl)([Cl:19])=O>C1C=CC=CC=1>[Br:1][C:2]1[CH:3]=[C:4]([C:7]([S:10][C:11]2[CH:16]=[CH:15][CH:14]=[CH:13][CH:12]=2)=[CH:8][CH:9]=1)[CH2:5][Cl:19]. Procedure: 445 g of 3-bromo-6-(phenylthio)-benzyl alcohol are dissolved in 800 ml of benzene and heated under reflux. 165 ml of thionyl chloride are added dropwise thereto and the mixture is boiled for a further 90 minutes. After evaporation of the solvent, there is obtained 3-bromo-6-(phenylthio)-benzyl chloride as a brown oil. Reactants: [H-].[H-].[H-].[H-].[Li+].[Al+3] (LiAlH4), S(=O)(=O)([O-])[O-].[Na+].[Na+] (sodium sulfate), O (water), C(C1=CC=CC=C1)NC(C(=O)OCC)(C(=O)OCC)CCC=C (diethyl 2-(benzylamino)-2-but-3-enyl-propanedioate). Run in C1CCOC1 (THF), CCOCC (ether), C1CCOC1 (THF). Product: C(C1=CC=CC=C1)NC(CO)(CO)CCC=C (2-(benzylamino)-2-but-3-enyl-propane-1,3-diol). The yield is 91.6%. Reaction SMILES: [CH2:1]([NH:8][C:9]([CH2:20][CH2:21][CH:22]=[CH2:23])([C:15](OCC)=[O:16])[C:10](OCC)=[O:11])[C:2]1[CH:7]=[CH:6][CH:5]=[CH:4][CH:3]=1.[H-].[H-].[H-].[H-].[Li+].[Al+3].S([O-])([O-])(=O)=O.[Na+].[Na+].O>C1COCC1.CCOCC>[CH2:1]([NH:8][C:9]([CH2:20][CH2:21][CH:22]=[CH2:23])([CH2:10][OH:11])[CH2:15][OH:16])[C:2]1[CH:7]=[CH:6][CH:5]=[CH:4][CH:3]=1 |f:1.2.3.4.5.6,7.8.9|. Procedure details: To a mixture of diethyl 2-(benzylamino)-2-but-3-enyl-propanedioate 81c (13.9 g, 43.6 mmol) in THF (200 mL) was added standard solution of 2 M LiAlH4 in THF (44 ml) dropwise at ice-bath. The mixture was allowed to warm to room temperature for 3 h. Then the reaction mixture was poured into a mixture of anhydrous sodium sulfate (500 g) and water (50 mL) in ether (300 mL), Then the insoluble solid was filtered off and the filtrate was concentrated in vacuo to afford 2-(benzylamino)-2-but-3-enyl-prop...